From a dataset of the Open Reaction Database (ORD), a public repository of structured organic reaction records. describe an organic reaction: reactants, conditions, products, and yield Reactants: OC1=C(C(=O)O)C=CC(=C1)OC1=CC=C(C=C1)[N+](=O)[O-] (2-hydroxy-4-(4-nitro-phenoxy)benzoic acid). The reagents and catalysts are [Pd] (Pd/C). The solvent is CCO (EtOH), C1CCOC1 (THF). Reaction conditions: time 25 minute. Yields the product OC1=C(C(=O)O)C=CC(=C1)OC1=CC=C(C=C1)N (2-Hydroxy-4-(4-amino-phenoxy)-benzoic acid). Yield: 35.0%. As a reaction SMILES: [OH:1][C:2]1[CH:10]=[C:9]([O:11][C:12]2[CH:17]=[CH:16][C:15]([N+:18]([O-])=O)=[CH:14][CH:13]=2)[CH:8]=[CH:7][C:3]=1[C:4]([OH:6])=[O:5]>CCO.C1COCC1.[Pd]>[OH:1][C:2]1[CH:10]=[C:9]([O:11][C:12]2[CH:17]=[CH:16][C:15]([NH2:18])=[CH:14][CH:13]=2)[CH:8]=[CH:7][C:3]=1[C:4]([OH:6])=[O:5]. Procedure: A slurry of 2-hydroxy-4-(4-nitro-phenoxy)benzoic acid (950 mg; 3.5 mmol) in 99% EtOH (30 mL) and THF (0.5 mL) was added 5% Pd/C (100 mg) and stirred under H2 atmosphere (1 atm.) for 25 minutes. The black solution was filtered through celite and evaporated to dryness yielding 300 mg (35%) of a brown powder. Mp. 187-188° C.; MS (ESI+): 246 (MH+).